This data is from the Open Reaction Database (ORD), a public repository of structured organic reaction records. The task is: describe an organic reaction: reactants, conditions, products, and yield Starting materials: [OH-].[K+] (potassium hydroxide), COC1=CC=C(C=C1C1=CC=CC=C1)NCCCC(=O)OCC (ethyl 4-(6-methoxybiphenyl-3-yl)aminobutyrate), C(C)N(C(C)C)C(C)C (ethyldiisopropylamine), ClC1=CC=C(C(=O)Cl)C=C1 (p-chlorobenzoyl chloride). Solvent: C(C)O (ethanol), C1=CC=CC=C1 (benzene), C1=CC=CC=C1 (benzene). The product is ClC1=CC=C(C(=O)N(C=2C=C(C(=CC2)OC)C2=CC=CC=C2)CCCC(=O)O)C=C1 (4-[p-chloro-N-(6-methoxybiphenyl-3-yl)-benzamido]butyric acid). Isolated yield 74.9%. RXN SMILES: [CH3:1][O:2][C:3]1[C:8]([C:9]2[CH:14]=[CH:13][CH:12]=[CH:11][CH:10]=2)=[CH:7][C:6]([NH:15][CH2:16][CH2:17][CH2:18][C:19]([O:21]CC)=[O:20])=[CH:5][CH:4]=1.C(N(C(C)C)C(C)C)C.[Cl:33][C:34]1[CH:42]=[CH:41][C:37]([C:38](Cl)=[O:39])=[CH:36][CH:35]=1.[OH-].[K+]>C1C=CC=CC=1.C(O)C>[Cl:33][C:34]1[CH:42]=[CH:41][C:37]([C:38]([N:15]([CH2:16][CH2:17][CH2:18][C:19]([OH:21])=[O:20])[C:6]2[CH:7]=[C:8]([C:9]3[CH:10]=[CH:11][CH:12]=[CH:13][CH:14]=3)[C:3]([O:2][CH3:1])=[CH:4][CH:5]=2)=[O:39])=[CH:36][CH:35]=1 |f:3.4|. Procedure details: 8.0 g of ethyl 4-(6-methoxybiphenyl-3-yl)aminobutyrate and, 3.3 g of ethyldiisopropylamine in 50 ml of benzene are reacted, analogously to Example 47b), with 4.6 g of p-chlorobenzoyl chloride. The reaction product is dissolved in 50 ml of benzene and, after the addition thereto of a solution of 2.3 g of potassium hydroxide in 20 ml of ethanol, is then stirred for 8 hours at room temperature. After distilling off the solvent, the residue is dissolved in water; the resulting solution is acidified ...